The task is: describe an organic reaction: reactants, conditions, products, and yield. This data is from the Open Reaction Database (ORD), a public repository of structured organic reaction records. The reactants are C(C)(C)(C)OC(NC(C(=O)N1C[C@@H]([C@H](C1)O)O)CC1=CC=CC=C1)=O ((3S,4S)-[1-Benzyl-2-(3,4-dihydroxy-pyrrolidin-1-yl)-2-oxo-ethyl]-carbamic acid tert-butyl ester), Cl.O1CCOCC1 (HCl dioxane). Product: Cl.NC(C(=O)N1C[C@@H]([C@H](C1)O)O)CC1=CC=CC=C1 ((3S,4S)-2-Amino-1-(3,4-dihydroxy-pyrrolidin-1-yl)-3-phenyl-propan-1-one hydrochloride). Reaction SMILES: C(OC(=O)[NH:7][CH:8]([CH2:18][C:19]1[CH:24]=[CH:23][CH:22]=[CH:21][CH:20]=1)[C:9]([N:11]1[CH2:15][C@H:14]([OH:16])[C@@H:13]([OH:17])[CH2:12]1)=[O:10])(C)(C)C.[ClH:26].O1CCOCC1>>[ClH:26].[NH2:7][CH:8]([CH2:18][C:19]1[CH:24]=[CH:23][CH:22]=[CH:21][CH:20]=1)[C:9]([N:11]1[CH2:15][C@H:14]([OH:16])[C@@H:13]([OH:17])[CH2:12]1)=[O:10] |f:1.2,3.4|. Reported procedure: (3S,4S)-[1-Benzyl-2-(3,4-dihydroxy-pyrrolidin-1-yl)-2-oxo-ethyl]-carbamic acid tert-butyl ester (360 mg, 1.00 mmol) was dissolved in 4 M HCl-dioxane (4 ml) at 25° C. for 3 hours. The mixture was concentrated and the resulting yellow solid triturated with ether and dried. Yield 304 mg, 103%.